From a dataset of the Open Reaction Database (ORD), a public repository of structured organic reaction records. describe an organic reaction: reactants, conditions, products, and yield The reactants are C(#N)C=1C(=CC(=NC1)N1CCN(CC1)C)C1=C(C=CC=C1)C (5-cyano-4-(2-methylphenyl)-2-(4-methylpiperazinyl) pyridine), C1(=CC=CC=C1)C (toluene), S(O)(O)(=O)=O (sulfuric acid), [OH-].[Na+] (sodium hydroxide). Solvent: O (H2O), O (Water). Run at temperature 70 celsius. The product is CC1=C(C=CC=C1)C1=C(C=NC(=C1)N1CCN(CC1)C)C(=O)N (4-(2-methylphenyl)-6-(4-methylpiperazinyl)-3-pyridinecarboxamide). Isolated yield 98.2%. RXN SMILES: [C:1]([C:3]1[C:4]([C:16]2[CH:21]=[CH:20][CH:19]=[CH:18][C:17]=2[CH3:22])=[CH:5][C:6]([N:9]2[CH2:14][CH2:13][N:12]([CH3:15])[CH2:11][CH2:10]2)=[N:7][CH:8]=1)#[N:2].C1(C)C=CC=CC=1.S(=O)(=O)(O)[OH:31].[OH-].[Na+]>O>[CH3:22][C:17]1[CH:18]=[CH:19][CH:20]=[CH:21][C:16]=1[C:4]1[CH:5]=[C:6]([N:9]2[CH2:10][CH2:11][N:12]([CH3:15])[CH2:13][CH2:14]2)[N:7]=[CH:8][C:3]=1[C:1]([NH2:2])=[O:31] |f:3.4|. Procedure details: A mixture of crude 5-cyano-4-(2-methylphenyl)-2-(4-methylpiperazinyl) pyridine (16.85 g, 57.6 mmol), 18 mL of toluene, and 27 mL (49.7 g, 507 mmol) of concentrated sulfuric acid was heated at 70° C. for 12 hours. The mixture was cooled and quenched with 200 mL of cold H2O. Ethyl acetate was added followed by a solution of 45.6 g (1.14 mol) of sodium hydroxide in 200 mL of H2O. Water (200 mL) was added and the layers were separated. The aqueous layer was extracted several times with 100 mL of eth... Starting materials: IC1=CC=C(C(=O)Cl)C=C1 (4-iodobenzoyl chloride), O (water), solution, C(C)N (ethylamine). Run in ClCCl (dichloromethane), C1CCOC1 (THF). Run at time 1 hour. Product: C(C)NC(C1=CC=C(C=C1)I)=O (N-ethyl-4-iodobenzamide). RXN SMILES: [CH2:1]([NH2:3])[CH3:2].[I:4][C:5]1[CH:13]=[CH:12][C:8]([C:9](Cl)=[O:10])=[CH:7][CH:6]=1.O>C1COCC1.ClCCl>[CH2:1]([NH:3][C:9](=[O:10])[C:8]1[CH:12]=[CH:13][C:5]([I:4])=[CH:6][CH:7]=1)[CH3:2]. Procedure details: 90 ml (45 mmol) of a 0.5N solution of ethylamine in THF were introduced into a round-bottomed flask and a solution of 4 g (15 mmol) of 4-iodobenzoyl chloride in 20 ml of dichloromethane was added dropwise. Stirring was carried out at room temperature for one hour and the reaction mixture was poured into water and extracted with ethyl ether. The organic phase was separated by settling, dried over magnesium sulfate and evaporated. The residue obtained was purified by chromatography on a silica col...